Dataset: the Open Reaction Database (ORD), a public repository of structured organic reaction records. Task: describe an organic reaction: reactants, conditions, products, and yield Procedure details: Using methyl 2-chloro-3-(1-cyanocyclopropyl)benzoate (684 mg, 2.90 mmol), lithium hydroxide•monohydrate (207 mg, 4.93 mmol), tetrahydrofuran (10 mL), methanol (3 mL) and water (3 mL) as starting materials, and in the same manner as in Example A1(iii), the title compound (457 mg, 71%) was obtained as a white powder. Reaction SMILES: [Cl:1][C:2]1[C:11]([C:12]2([C:15]#[N:16])[CH2:14][CH2:13]2)=[CH:10][CH:9]=[CH:8][C:3]=1[C:4]([O:6]C)=[O:5].O1CCCC1.CO>O>[Cl:1][C:2]1[C:11]([C:12]2([C:15]#[N:16])[CH2:14][CH2:13]2)=[CH:10][CH:9]=[CH:8][C:3]=1[C:4]([OH:6])=[O:5]. Isolated yield 71.1%. Product: ClC1=C(C(=O)O)C=CC=C1C1(CC1)C#N (2-chloro-3-(1-cyanocyclopropyl)benzoic acid). Reactants: ClC1=C(C(=O)OC)C=CC=C1C1(CC1)C#N (methyl 2-chloro-3-(1-cyanocyclopropyl)benzoate), CO (methanol), lithium hydroxide•monohydrate, O1CCCC1 (tetrahydrofuran). The solvent is O (water). Reactants: O=C1CC(O)C2(CCN(Cc3ccccc3)CC2)N1c1ccccc1, O=S(Cl)Cl, c1ccncc1. The product is O=C1C=CC2(CCN(Cc3ccccc3)CC2)N1c1ccccc1. As a reaction SMILES: [CH2:1]([c:2]1[cH:3][cH:4][cH:5][cH:6][cH:7]1)[N:8]1[CH2:9][CH2:10][C:11]2([CH:12]([OH:23])[CH2:13][C:14](=[O:22])[N:15]2[c:16]2[cH:17][cH:18][cH:19][cH:20][cH:21]2)[CH2:24][CH2:25]1.[S:26]([Cl:27])([Cl:28])=[O:29].[cH:30]1[cH:31][cH:32][n:33][cH:34][cH:35]1>>[CH2:1]([c:2]1[cH:3][cH:4][cH:5][cH:6][cH:7]1)[N:8]1[CH2:9][CH2:10][C:11]2([CH:12]=[CH:13][C:14](=[O:22])[N:15]2[c:16]2[cH:17][cH:18][cH:19][cH:20][cH:21]2)[CH2:24][CH2:25]1.